This data is from the Open Reaction Database (ORD), a public repository of structured organic reaction records. The task is: describe an organic reaction: reactants, conditions, products, and yield Reactants: [N+](=O)([O-])C1(C2C=CC(C1C1=CC=CC=C1)CC2)CCC(=O)OC (methyl β-(2-nitro-3-phenyl-bicyclo[2.2.2]-oct-5-en-2-yl)-propionate). Reagents/catalysts: [Ni] (Raney nickel). The solvent is C(C)O (ethanol). Product: C1(=CC=CC=C1)C1C2CCC(CC2)C12NC(CC2)=O (3-Phenyl-spiro[bicyclo[2.2.2]-octane-2,2'-pyrrolidin]-5'-one). RXN SMILES: [N+:1]([C:4]1([CH2:18][CH2:19][C:20]([O:22]C)=O)[CH:9]([C:10]2[CH:15]=[CH:14][CH:13]=[CH:12][CH:11]=2)[CH:8]2[CH2:16][CH2:17][CH:5]1[CH:6]=[CH:7]2)([O-])=O>C(O)C.[Ni]>[C:10]1([CH:9]2[C:4]3([CH2:18][CH2:19][C:20](=[O:22])[NH:1]3)[CH:5]3[CH2:17][CH2:16][CH:8]2[CH2:7][CH2:6]3)[CH:15]=[CH:14][CH:13]=[CH:12][CH:11]=1. Procedure details: 55 mmoles of methyl β-(2-nitro-3-phenyl-bicyclo[2.2.2]-oct-5-en-2-yl)-propionate in 100 ml of ethanol are hydrogenated, with 3 g of Raney nickel, at 50° C.and under 70 bars. The catalyst is filtered off, the solvent is evaporated off and the residue is recrystallized from isopropanol. Reactants: CCCCc1nc2c(C)ccc(OC)c2n1Cc1ccc(-c2ccccc2C(=O)OC(C)(C)C)cc1, ClCCl, O=C(O)C(F)(F)F. Yields the product CCCCc1nc2c(C)ccc(OC)c2n1Cc1ccc(-c2ccccc2C(=O)O)cc1. RXN SMILES: [CH2:1]([CH2:2][CH2:3][CH3:4])[c:5]1[n:6][c:7]2[c:8]([n:9]1[CH2:10][c:11]1[cH:12][cH:13][c:14](-[c:17]3[c:18]([C:23](=[O:24])[O:25][C:26]([CH3:27])([CH3:28])[CH3:29])[cH:19][cH:20][cH:21][cH:22]3)[cH:15][cH:16]1)[c:30]([O:35][CH3:36])[cH:31][cH:32][c:33]2[CH3:34].[CH2:44]([Cl:45])[Cl:46].[OH:37][C:38]([C:39]([F:40])([F:41])[F:42])=[O:43]>>[CH2:1]([CH2:2][CH2:3][CH3:4])[c:5]1[n:6][c:7]2[c:8]([n:9]1[CH2:10][c:11]1[cH:12][cH:13][c:14](-[c:17]3[c:18]([C:23](=[O:24])[OH:25])[cH:19][cH:20][cH:21][cH:22]3)[cH:15][cH:16]1)[c:30]([O:35][CH3:36])[cH:31][cH:32][c:33]2[CH3:34]. The reactants are C(C)(C)(C)OC(=O)NCCCCC1=CC=C(C=C1)SC(N(C)C)=O (N-tert-Butoxycarbonyl-4-[4-(dimethylcarbamoylthio)phenyl]butylamine), [OH-].[K+] (KOH). The solvent is CO (MeOH), O (water). The product is C(C)(C)(C)OC(NCCCCC1=CC=C(C=C1)S)=O (N-[4-(4-Mercaptophenyl)butyl]carbamic acid tert-butyl ester). Yield: 45.3%. Reaction SMILES: [C:1]([O:5][C:6]([NH:8][CH2:9][CH2:10][CH2:11][CH2:12][C:13]1[CH:18]=[CH:17][C:16]([S:19]C(=O)N(C)C)=[CH:15][CH:14]=1)=[O:7])([CH3:4])([CH3:3])[CH3:2].[OH-].[K+]>CO.O>[C:1]([O:5][C:6](=[O:7])[NH:8][CH2:9][CH2:10][CH2:11][CH2:12][C:13]1[CH:14]=[CH:15][C:16]([SH:19])=[CH:17][CH:18]=1)([CH3:4])([CH3:2])[CH3:3] |f:1.2|. Procedure: N-tert-Butoxycarbonyl-4-[4-(dimethylcarbamoylthio)phenyl]butylamine 37 (0.35 g, 1.02 mmol) was dissolved in MeOH (8 mL). KOH (0.19 g, 3.4 mmol) dissolved in water (2 ml) was added. The mixture was stirred under reflux for 6 h and cooled to room temperature. The solvent was removed under reduced pressure. The residue was dissolved in water and acidified with 5% aqueous HCl to pH ˜5. The solvent was removed again under reduced pressure and the residue was purified by flash chromatography over sili...